Task: describe an organic reaction: reactants, conditions, products, and yield. Dataset: the Open Reaction Database (ORD), a public repository of structured organic reaction records The reactants are C[SiH](OC([C@@H]1CNC(C=2N1C=1C=CC(=CC1C2)OC2CCN(CC2)C(C)C)=O)C(C(C)C)(C)C)C ((S)-4-[dimethyl-(1,1,2-trimethyl-propyl)-silanyloxymethyl]-8-(1-isopropyl-piperidin-4-yloxy)-3,4-dihydro-2H-pyrazino[1,2-a]indol-1-one), [H-].[Na+] (sodium hydride), BrCC1CC1 (1-(bromomethyl)cyclopropane). The product is C1(CC1)CN1C(C=2N(C=3C=CC(=CC3C2)OC2CCN(CC2)C(C)C)[C@@H](C1)C(O[SiH](C)C)C(C(C)C)(C)C)=O ((S)-2-Cyclopropylmethyl-4-[dimethyl-(1,1,2-trimethyl-propyl)-silanyloxymethyl]-8-(1-isopropyl-piperidin-4-yloxy)-3,4-dihydro-2H-pyrazino[1,2-a]indol-1-one). The yield is 38.0%. As a reaction SMILES: [CH3:1][SiH:2]([CH3:35])[O:3][CH:4]([C:29]([CH3:34])([CH3:33])[CH:30]([CH3:32])[CH3:31])[C@H:5]1[N:10]2[C:11]3[CH:12]=[CH:13][C:14]([O:18][CH:19]4[CH2:24][CH2:23][N:22]([CH:25]([CH3:27])[CH3:26])[CH2:21][CH2:20]4)=[CH:15][C:16]=3[CH:17]=[C:9]2[C:8](=[O:28])[NH:7][CH2:6]1.[H-].[Na+].Br[CH2:39][CH:40]1[CH2:42][CH2:41]1>>[CH:40]1([CH2:39][N:7]2[CH2:6][C@@H:5]([CH:4]([C:29]([CH3:33])([CH3:34])[CH:30]([CH3:31])[CH3:32])[O:3][SiH:2]([CH3:1])[CH3:35])[N:10]3[C:11]4[CH:12]=[CH:13][C:14]([O:18][CH:19]5[CH2:24][CH2:23][N:22]([CH:25]([CH3:26])[CH3:27])[CH2:21][CH2:20]5)=[CH:15][C:16]=4[CH:17]=[C:9]3[C:8]2=[O:28])[CH2:42][CH2:41]1 |f:1.2|. Procedure details: The title compound was synthesized in analogy to example 17, from (S)-4-[dimethyl-(1,1,2-trimethyl-propyl)-silanyloxymethyl]-8-(1-isopropyl-piperidin-4-yloxy)-3,4-dihydro-2H-pyrazino[1,2-a]indol-1-one (example 12, intermediate a)), sodium hydride and 1-(bromomethyl)cyclopropane, to give the desired product as a colorless oil (38%). As a reaction SMILES: [CH3:3][S:4][CH2:5][c:6]1[c:7]([NH2:8])[c:9]([C:13]([F:14])([F:15])[F:16])[cH:10][cH:11][cH:12]1.[SH2:1]=[NH:2]>>[CH3:5][c:6]1[c:7]([NH2:8])[c:9]([C:13]([F:14])([F:15])[F:16])[cH:10][cH:11][cH:12]1. Starting materials: CSCc1cccc(C(F)(F)F)c1N, N=[SH2]. Product: Cc1cccc(C(F)(F)F)c1N. Reactants: C(C)(=O)OCC=1CS[C@H]2N(C1C(=O)[O-])C(C2NC(COC2=CC=CC=C2)=O)=O.[Na+] (sodium 3-acetoxymethyl-7-phenoxyacetamido-3-cephem-4-carboxylate), [Br-].[Na+] (sodium bromide), C([O-])([O-])=O.[Na+].[Na+] (sodium carbonate). Solvent: ice water, CO (methanol). Reaction conditions: temperature 70 celsius, time 2 hour. Yields the product COCC=1CS[C@H]2N(C1C(=O)O)C(C2NC(COC2=CC=CC=C2)=O)=O (3-methoxymethyl-7-phenoxyacetamido-3-cephem-4-carboxylic acid). Isolated yield 79.2%. As a reaction SMILES: [C:1]([O:4][CH2:5][C:6]1[CH2:7][S:8][C@@H:9]2[CH:16]([NH:17][C:18](=[O:27])[CH2:19][O:20][C:21]3[CH:26]=[CH:25][CH:24]=[CH:23][CH:22]=3)[C:15](=[O:28])[N:10]2[C:11]=1[C:12]([O-:14])=[O:13])(=O)C.[Na+].[Br-].[Na+].C(=O)([O-])[O-].[Na+].[Na+]>CO>[CH3:1][O:4][CH2:5][C:6]1[CH2:7][S:8][C@@H:9]2[CH:16]([NH:17][C:18](=[O:27])[CH2:19][O:20][C:21]3[CH:22]=[CH:23][CH:24]=[CH:25][CH:26]=3)[C:15](=[O:28])[N:10]2[C:11]=1[C:12]([OH:14])=[O:13] |f:0.1,2.3,4.5.6|. Procedure details: 2 g of sodium 3-acetoxymethyl-7-phenoxyacetamido-3-cephem-4-carboxylate were dissolved in 20 ml of 35% v/v aqueous methanol, and 16 g of sodium bromide were added to the resulting solution. The mixture was stirred at 70° C. for 2 hours, after which it was diluted with 20 ml of ice-water, neutralised by the addition of a saturated aqueous solution of sodium carbonate and then extracted twice, each time with 50 ml of ethyl acetate. The aqueous phase was acidified by the addition of a saturated aqu...